From a dataset of the Open Reaction Database (ORD), a public repository of structured organic reaction records. describe an organic reaction: reactants, conditions, products, and yield Reactants: ClC=1C=C(C(=O)OC)C=CN1 (Methyl 2-chloroisonicotinate), [Br-].FC=1C=C(C[Zn+])C=C(C1)C(F)(F)F ((3-fluoro-5-(trifluoromethyl)benzyl)zinc(II) bromide). The reagents and catalysts are C=1C=CC(=CC1)[P](C=2C=CC=CC2)(C=3C=CC=CC3)[Pd]([P](C=4C=CC=CC4)(C=5C=CC=CC5)C=6C=CC=CC6)([P](C=7C=CC=CC7)(C=8C=CC=CC8)C=9C=CC=CC9)[P](C=1C=CC=CC1)(C=1C=CC=CC1)C=1C=CC=CC1 (Pd(PPh3)4). The solvent is C1CCOC1 (THF), C1CCOC1 (THF). Run at temperature 60 celsius. Yields the product FC=1C=C(CC=2C=C(C(=O)OC)C=CN2)C=C(C1)C(F)(F)F (Methyl 2-(3-fluoro-5-(trifluoromethyl)benzyl)isonicotinate). The yield is 74.9%. Reaction SMILES: Cl[C:2]1[CH:3]=[C:4]([CH:9]=[CH:10][N:11]=1)[C:5]([O:7][CH3:8])=[O:6].[Br-].[F:13][C:14]1[CH:15]=[C:16]([CH:19]=[C:20]([C:22]([F:25])([F:24])[F:23])[CH:21]=1)[CH2:17][Zn+]>C1COCC1.C1C=CC([P]([Pd]([P](C2C=CC=CC=2)(C2C=CC=CC=2)C2C=CC=CC=2)([P](C2C=CC=CC=2)(C2C=CC=CC=2)C2C=CC=CC=2)[P](C2C=CC=CC=2)(C2C=CC=CC=2)C2C=CC=CC=2)(C2C=CC=CC=2)C2C=CC=CC=2)=CC=1>[F:13][C:14]1[CH:15]=[C:16]([CH:19]=[C:20]([C:22]([F:23])([F:24])[F:25])[CH:21]=1)[CH2:17][C:2]1[CH:3]=[C:4]([CH:9]=[CH:10][N:11]=1)[C:5]([O:7][CH3:8])=[O:6] |f:1.2,^1:34,36,55,74|. Reported procedure: Methyl 2-chloroisonicotinate (3.0 g, 17.48 mmol) and Pd(PPh3)4 (0.606 g, 0.52 mmol) were dissolved in THF (50 mL) under nitrogen. Freshly prepared (3-fluoro-5-(trifluoromethyl)benzyl)zinc(II) bromide (5.41 g, 19.45 mmol) in THF (25 mL) was added to the yellow solution and the flask was warmed to 60° C. overnight. The reaction mixture was quenched by adding methanol. The solution was diluted with ethyl acetate and washed with NH4Cl and water. The organic layer was dried with Na2SO4, filtered thro...